Dataset: the Open Reaction Database (ORD), a public repository of structured organic reaction records. Task: describe an organic reaction: reactants, conditions, products, and yield Starting materials: C1(=CC=CC=C1)OP(=O)(OC1=CC=CC=C1)O[C@H]1[C@@H]([C@H]([C@H](OCC[Si](C)(C)C)O[C@@H]1COC(=O)OC(C(Cl)(Cl)Cl)(C)C)NC(=O)OCC(Cl)(Cl)Cl)OC(C[C@@H](CCCCCCCCCCC)OC(CCCCCCCCCCCCC)=O)=O (2-(trimethylsilyl)ethyl 2-deoxy-4-O-diphenylphosphono-3-O-[(R)-3-tetradecanoyloxytetradecanoyl]-6-O-(2,2,2-trichloro-1,1-dimethylethoxycarbonyl)-2-(2,2,2-trichlorethoxycarbonylamino)-β-D-glucopyranoside), COC(Cl)Cl (dichloromethyl methyl ether). Reagents/catalysts: [Cl-].[Cl-].[Zn+2] (ZnCl2). Run in CCOC(=O)C (EtOAc), C(Cl)(Cl)Cl (CHCl3). Reaction conditions: time 8 hour. Product: C1(=CC=CC=C1)OP(=O)(OC1=CC=CC=C1)O[C@H]1[C@@H]([C@H]([C@H](O[C@@H]1COC(=O)OC(C(Cl)(Cl)Cl)(C)C)Cl)NC(=O)OCC(Cl)(Cl)Cl)OC(C[C@@H](CCCCCCCCCCC)OC(CCCCCCCCCCCCC)=O)=O (2-deoxy-4-O-diphenylphosphono-3-O-[(R)-3-tetradecanoyloxytetradecanoyl]-6-O-(2,2,2-trichloro-1,1-dimethylethoxycarbonyl)-2-(2,2,2-trichloroethoxycarbonylamino)-α-D-glucopyranosyl chloride). Isolated yield 89.6%. As a reaction SMILES: [C:1]1([O:7][P:8]([O:17][C@@H:18]2[C@@H:30]([CH2:31][O:32][C:33]([O:35][C:36]([CH3:42])([CH3:41])[C:37]([Cl:40])([Cl:39])[Cl:38])=[O:34])[O:29][C@@H:21](OCC[Si](C)(C)C)[C@H:20]([NH:43][C:44]([O:46][CH2:47][C:48]([Cl:51])([Cl:50])[Cl:49])=[O:45])[C@H:19]2[O:52][C:53](=[O:83])[CH2:54][C@H:55]([O:67][C:68](=[O:82])[CH2:69][CH2:70][CH2:71][CH2:72][CH2:73][CH2:74][CH2:75][CH2:76][CH2:77][CH2:78][CH2:79][CH2:80][CH3:81])[CH2:56][CH2:57][CH2:58][CH2:59][CH2:60][CH2:61][CH2:62][CH2:63][CH2:64][CH2:65][CH3:66])([O:10][C:11]2[CH:16]=[CH:15][CH:14]=[CH:13][CH:12]=2)=[O:9])[CH:6]=[CH:5][CH:4]=[CH:3][CH:2]=1.COC(Cl)[Cl:87]>C(Cl)(Cl)Cl.CCOC(C)=O.[Cl-].[Cl-].[Zn+2]>[C:1]1([O:7][P:8]([O:17][C@@H:18]2[C@@H:30]([CH2:31][O:32][C:33]([O:35][C:36]([CH3:41])([CH3:42])[C:37]([Cl:38])([Cl:40])[Cl:39])=[O:34])[O:29][C@H:21]([Cl:87])[C@H:20]([NH:43][C:44]([O:46][CH2:47][C:48]([Cl:50])([Cl:49])[Cl:51])=[O:45])[C@H:19]2[O:52][C:53](=[O:83])[CH2:54][C@H:55]([O:67][C:68](=[O:82])[CH2:69][CH2:70][CH2:71][CH2:72][CH2:73][CH2:74][CH2:75][CH2:76][CH2:77][CH2:78][CH2:79][CH2:80][CH3:81])[CH2:56][CH2:57][CH2:58][CH2:59][CH2:60][CH2:61][CH2:62][CH2:63][CH2:64][CH2:65][CH3:66])([O:10][C:11]2[CH:16]=[CH:15][CH:14]=[CH:13][CH:12]=2)=[O:9])[CH:2]=[CH:3][CH:4]=[CH:5][CH:6]=1 |f:4.5.6|. Procedure details: A solution of the compound 8 (6.5 g, 4.84 mmol) and dichloromethyl methyl ether (2.18 ml, 24.2 mmol) in CHCl3 (60 ml) at 0°C. was treated with ZnCl2 (1.0 M in ether; 2.41 ml, 2.41 mmol) and then allowed to warm slowly and stir at room temperature overnight. The reaction mixture was diluted with EtOAc, washed with saturated aq. NaHCO3, dried (Na2SO4) and then concentrated. The light yellow oil obtained was purified by flash chromatography on silica gel eluting with 10% EtOAc-hexanes to give 5.4 g... Reactants: CCC(=O)NC, COc1ccc(C2COCCOC2)c2sc(NC(=O)c3ccc(CCl)cc3)nc12, [H-], [Na+], O. The product is CCC(=O)N(C)Cc1ccc(C(=O)Nc2nc3c(OC)ccc(C4COCCOC4)c3s2)cc1. RXN SMILES: [CH3:3][NH:4][C:5]([CH2:6][CH3:7])=[O:8].[Cl:9][CH2:10][c:11]1[cH:12][cH:13][c:14]([C:15](=[O:16])[NH:17][c:18]2[s:19][c:20]3[c:21]([n:22]2)[c:23]([O:34][CH3:35])[cH:24][cH:25][c:26]3[CH:27]2[CH2:28][O:29][CH2:30][CH2:31][O:32][CH2:33]2)[cH:36][cH:37]1.[H-:1].[Na+:2].[OH2:38]>>[CH3:3][N:4]([C:5]([CH2:6][CH3:7])=[O:8])[CH2:10][c:11]1[cH:12][cH:13][c:14]([C:15](=[O:16])[NH:17][c:18]2[s:19][c:20]3[c:21]([n:22]2)[c:23]([O:34][CH3:35])[cH:24][cH:25][c:26]3[CH:27]2[CH2:28][O:29][CH2:30][CH2:31][O:32][CH2:33]2)[cH:36][cH:37]1. The reactants are C(C=C)OC(=O)N1CC(CC1)C1=C(N2C([C@@H]([C@H]2C1)[C@@H](C)O)=O)C(=O)OCC=C (allyl (5R,6S)-3-(1-allyloxycarbonylpyrrolidin-3-yl)-6-[(1R)-1-hydroxyethyl]-7-oxo-1-azabicyclo[3.2.0]hept-2-ene-2-carboxylate), C1(=CC=CC=C1)P(C1=CC=CC=C1)C1=CC=CC=C1 (triphenylphosphine), C(CCCCC)(=O)OCC.[Na] (sodium 2-ethyl hexanoate). Reagents/catalysts: C=1C=CC(=CC1)[P](C=2C=CC=CC2)(C=3C=CC=CC3)[Pd]([P](C=4C=CC=CC4)(C=5C=CC=CC5)C=6C=CC=CC6)([P](C=7C=CC=CC7)(C=8C=CC=CC8)C=9C=CC=CC9)[P](C=1C=CC=CC1)(C=1C=CC=CC1)C=1C=CC=CC1 (tetrakis(triphenylphosphine)palladium(0)). The solvent is O1CCCC1 (tetrahydrofuran), C(C)O (ethanol). Conditions: time 1 hour. Yields the product C(C=C)N1CC(CC1)C1=C(N2C([C@@H]([C@H]2C1)[C@@H](C)O)=O)C(=O)O ((5R,6S)-3-[1-allylpyrrolidin-3-yl)-6-[(1R)-1-hydroxyethyl]-7-oxo-1-azabicyclo[3.2.0]hept-2-ene-2-carboxylic acid). The yield is 267.5%. RXN SMILES: C(O[C:5]([N:7]1[CH2:11][CH2:10][CH:9]([C:12]2[CH2:18][C@H:17]3[N:14]([C:15](=[O:22])[C@@H:16]3[C@H:19]([OH:21])[CH3:20])[C:13]=2[C:23]([O:25]CC=C)=[O:24])[CH2:8]1)=O)C=C.[C:29]1(P(C2C=CC=CC=2)C2C=CC=CC=2)C=CC=C[CH:30]=1.C(OCC)(=O)CCCCC.[Na]>O1CCCC1.C(O)C.C1C=CC([P]([Pd]([P](C2C=CC=CC=2)(C2C=CC=CC=2)C2C=CC=CC=2)([P](C2C=CC=CC=2)(C2C=CC=CC=2)C2C=CC=CC=2)[P](C2C=CC=CC=2)(C2C=CC=CC=2)C2C=CC=CC=2)(C2C=CC=CC=2)C2C=CC=CC=2)=CC=1>[CH2:5]([N:7]1[CH2:11][CH2:10][CH:9]([C:12]2[CH2:18][C@H:17]3[N:14]([C:15](=[O:22])[C@@H:16]3[C@H:19]([OH:21])[CH3:20])[C:13]=2[C:23]([OH:25])=[O:24])[CH2:8]1)[CH:29]=[CH2:30] |f:2.3,^1:57,70,72,91,110|. Reported procedure: To a solution of allyl (5R,6S)-3-(1-allyloxycarbonylpyrrolidin-3-yl)-6-[(1R)-1-hydroxyethyl]-7-oxo-1-azabicyclo[3.2.0]hept-2-ene-2-carboxylate (1.24 g) in a mixture of tetrahydrofuran (20 ml) and ethanol (5 ml) were added triphenylphosphine (0.16 g), sodium 2-ethyl hexanoate (1.1 g), and tetrakis(triphenylphosphine)palladium(0) (0.37 g). After stirring at ambient temperature for 1 hour, the reaction mixture was washed with dichloromethane, and evaporated in vacuo. The residue was chromatographed... Reactants: O (water), FC1=C(C=CC(=C1)N(S(=O)(=O)C1=C(C=CC=C1)[N+](=O)[O-])C1CCC2=C(C=CC=C12)C1=C(C=C(C=C1C)O)C)CCC(=O)OCC (ethyl 3-(2-fluoro-4-{[4-(4-hydroxy-2,6-dimethylphenyl)-2,3-dihydro-1H-inden-1-yl][(2-nitrophenyl)sulfonyl]amino}phenyl)propanoate), O1CC12CCSCC2 (1-oxa-6-thiaspiro[2.5]octane), C([O-])([O-])=O.[K+].[K+] (potassium carbonate), O1CC12CCSCC2 (1-oxa-6-thiaspiro[2.5]octane), C([O-])([O-])=O.[K+].[K+] (potassium carbonate), O1CC12CCSCC2 (1-oxa-6-thiaspiro[2.5]octane), C([O-])([O-])=O.[K+].[K+] (potassium carbonate). The solvent is CN(C=O)C (N,N-dimethylformamide). Yields the product FC1=C(C=CC(=C1)N(S(=O)(=O)C1=C(C=CC=C1)[N+](=O)[O-])C1CCC2=C(C=CC=C12)C1=C(C=C(C=C1C)OCC1(CCSCC1)O)C)CCC(=O)OCC (ethyl 3-(2-fluoro-4-{(4-{4-[(4-hydroxytetrahydro-2H-thiopyran-4-yl)methoxy]-2,6-dimethylphenyl}-2,3-dihydro-1H-inden-1-yl)[(2-nitrophenyl)sulfonyl]amino}phenyl)propanoate). Reaction SMILES: [F:1][C:2]1[CH:7]=[C:6]([N:8]([CH:21]2[C:29]3[C:24](=[C:25]([C:30]4[C:35]([CH3:36])=[CH:34][C:33]([OH:37])=[CH:32][C:31]=4[CH3:38])[CH:26]=[CH:27][CH:28]=3)[CH2:23][CH2:22]2)[S:9]([C:12]2[CH:17]=[CH:16][CH:15]=[CH:14][C:13]=2[N+:18]([O-:20])=[O:19])(=[O:11])=[O:10])[CH:5]=[CH:4][C:3]=1[CH2:39][CH2:40][C:41]([O:43][CH2:44][CH3:45])=[O:42].[O:46]1[C:48]2([CH2:53][CH2:52][S:51][CH2:50][CH2:49]2)[CH2:47]1.C(=O)([O-])[O-].[K+].[K+].O>CN(C)C=O>[F:1][C:2]1[CH:7]=[C:6]([N:8]([CH:21]2[C:29]3[C:24](=[C:25]([C:30]4[C:35]([CH3:36])=[CH:34][C:33]([O:37][CH2:47][C:48]5([OH:46])[CH2:53][CH2:52][S:51][CH2:50][CH2:49]5)=[CH:32][C:31]=4[CH3:38])[CH:26]=[CH:27][CH:28]=3)[CH2:23][CH2:22]2)[S:9]([C:12]2[CH:17]=[CH:16][CH:15]=[CH:14][C:13]=2[N+:18]([O-:20])=[O:19])(=[O:10])=[O:11])[CH:5]=[CH:4][C:3]=1[CH2:39][CH2:40][C:41]([O:43][CH2:44][CH3:45])=[O:42] |f:2.3.4|. Procedure: To a solution of ethyl 3-(2-fluoro-4-{[4-(4-hydroxy-2,6-dimethylphenyl)-2,3-dihydro-1H-inden-1-yl][(2-nitrophenyl)sulfonyl]amino}phenyl)propanoate (0.698 g, 1.1 mmol) in N,N-dimethylformamide (8 mL) were added 1-oxa-6-thiaspiro[2.5]octane (0.286 g, 2.20 mmol) and potassium carbonate (0.304 g, 2.20 mmol) under stirring at room temperature, and the mixture was stirred at 80° C. for 16 hr. To the reaction mixture were added reagents (1-oxa-6-thiaspiro[2.5]octane and potassium carbonate) in the same... Reactants: CC(C)(C)[Si](C)(C)OCCONC(=O)c1cc(CNC(=O)CO)c(F)c(F)c1Nc1ccc(I)cc1F, CCCC[N+](CCCC)(CCCC)CCCC, [F-], C1CCOC1. Yields the product O=C(CO)NCc1cc(C(=O)NOCCO)c(Nc2ccc(I)cc2F)c(F)c1F. As a reaction SMILES: [C:19]([Si:20]([CH3:21])([CH3:22])[O:24][CH2:25][CH2:26][O:27][NH:28][C:29]([c:30]1[c:31]([NH:44][c:45]2[c:46]([F:52])[cH:47][c:48]([I:51])[cH:49][cH:50]2)[c:32]([F:43])[c:33]([F:42])[c:34]([CH2:36][NH:37][C:38]([CH2:39][OH:40])=[O:41])[cH:35]1)=[O:53])([CH3:23])([CH3:54])[CH3:55].[CH2:2]([N+:3]([CH2:4][CH2:5][CH2:6][CH3:7])([CH2:8][CH2:9][CH2:10][CH3:11])[CH2:12][CH2:13][CH2:14][CH3:15])[CH2:16][CH2:17][CH3:18].[F-:1].[O:56]1[CH2:57][CH2:58][CH2:59][CH2:60]1>>[OH:24][CH2:25][CH2:26][O:27][NH:28][C:29]([c:30]1[c:31]([NH:44][c:45]2[c:46]([F:52])[cH:47][c:48]([I:51])[cH:49][cH:50]2)[c:32]([F:43])[c:33]([F:42])[c:34]([CH2:36][NH:37][C:38]([CH2:39][OH:40])=[O:41])[cH:35]1)=[O:53]. The reactants are C(C)(C)(C)OC(NC1=C(C=C(C(=C1)Cl)C(F)(F)F)[N+](=O)[O-])=O ((5-chloro-2-nitro-4-trifluoromethyl-phenyl)-carbamic acid tert-butyl ester), O.O.Cl[Sn]Cl (SnCl2.2H2O). Yields the product C(C)(C)(C)OC(NC1=C(C=C(C(=C1)Cl)C(F)(F)F)N)=O ((2-Amino-5-chloro-4-trifluoromethyl-phenyl)-carbamic acid tert-butyl ester), solid. The yield is 49.0%. As a reaction SMILES: [C:1]([O:5][C:6](=[O:22])[NH:7][C:8]1[CH:13]=[C:12]([Cl:14])[C:11]([C:15]([F:18])([F:17])[F:16])=[CH:10][C:9]=1[N+:19]([O-])=O)([CH3:4])([CH3:3])[CH3:2].O.O.Cl[Sn]Cl>>[C:1]([O:5][C:6](=[O:22])[NH:7][C:8]1[CH:13]=[C:12]([Cl:14])[C:11]([C:15]([F:17])([F:18])[F:16])=[CH:10][C:9]=1[NH2:19])([CH3:4])([CH3:2])[CH3:3] |f:1.2.3|. Procedure details: The title compound was prepared from (5-chloro-2-nitro-4-trifluoromethyl-phenyl)-carbamic acid tert-butyl ester (Example A1) (7.00 g, 20.5 mmol) by reduction with SnCl2.2H2O according to the general procedure J (method b). Obtained as a yellow solid (3.13 g, 49%). The solvent is C1COCCO1. Product: CC1=NN(C=C1NC2=NC=C(C(=C2)NC3=C(C=CC(=C3)F)C(=O)NOC)C(F)(F)F)C. Procedure: (9,9-dimethyl-9H-xanthene-4,5-diyl)bis(diphenylphosphine) (24.98 mg, 0.04 mmol), diacetoxypalladium (5.82 mg, 0.03 mmol), 2-amino-4-fluoro-N- methoxybenzamide (90 mg, 0.49 mmol), N-(1,3-dimethyl-1H-pyrazol-4-yl)-4-iodo-5-(trifluoromethyl)pyridin-2-amine (110 mg, 0.29 mmol) and cesium carbonate (188 mg, 0.58 mmol) were weighed out in a µwave vial, sealed and dioxane (3 mL) was added. Argon was let to bubble in the mixture for 5 minutes. The reaction was stirred at 95 °C for 6h. The reaction mixtu... The reagents and catalysts are C(=O)([O-])[O-].[Cs+].[Cs+], CC1(C2=C(C(=CC=C2)P(C3=CC=CC=C3)C4=CC=CC=C4)OC5=C1C=CC=C5P(C6=CC=CC=C6)C7=CC=CC=C7)C, CC(=O)O.CC(=O)O.[Pd]. Conditions: temperature 95 celsius. Isolated yield 39.6%. Reactants: CONC(=O)C1=C(C=C(C=C1)F)N, CC1=NN(C=C1NC2=NC=C(C(=C2)I)C(F)(F)F)C. Starting materials: ClC1=C(C(=O)O)C=C(C=C1)C (2-chloro-5-methylbenzoic acid), N1(CCOCC1)C(CN)C1=CC=NC=C1 ((2-morpholin-4-yl-2-pyridin-4-ylethyl)amine). Procedure: From 2-chloro-5-methylbenzoic acid and (2-morpholin-4-yl-2-pyridin-4-ylethyl)amine. LCMS (MH+): m/z=360.0, tR (minutes, Method A)=0.77 As a reaction SMILES: [Cl:1][C:2]1[CH:10]=[CH:9][C:8]([CH3:11])=[CH:7][C:3]=1[C:4]([OH:6])=O.[N:12]1([CH:18]([C:21]2[CH:26]=[CH:25][N:24]=[CH:23][CH:22]=2)[CH2:19][NH2:20])[CH2:17][CH2:16][O:15][CH2:14][CH2:13]1>>[Cl:1][C:2]1[CH:10]=[CH:9][C:8]([CH3:11])=[CH:7][C:3]=1[C:4]([NH:20][CH2:19][CH:18]([N:12]1[CH2:17][CH2:16][O:15][CH2:14][CH2:13]1)[C:21]1[CH:22]=[CH:23][N:24]=[CH:25][CH:26]=1)=[O:6]. The product is ClC1=C(C(=O)NCC(C2=CC=NC=C2)N2CCOCC2)C=C(C=C1)C (2-Chloro-5-methyl-N-(2-morpholin-4-yl-2-pyridin-4-yl-ethyl)-benzamide). Starting materials: N1=CC=C(C=C1)N1CCC(CC1)C(=O)Cl (1-(4-pyridyl)piperidine-4-carbonyl chloride), FC(C(=O)O)(F)F.C1=C(C=CC2=CC=CC=C12)CN1C(CNCC1)=O (1-(2-naphthylmethyl)-2-oxopiperazine trifluoroacetate salt). Isolated yield 18.0%. Solvent: CN(C)C=O (DMF). Yields the product C1=C(C=CC2=CC=CC=C12)CN1C(CN(CC1)C(=O)C1CCN(CC1)C1=CC=NC=C1)=O (1-(2-naphthylmethyl)-2-oxo-4-[1-(4-pyridyl)piperidin-4-ylcarbonyl]-piperazine). Procedure details: Using an analogous procedure to that described in Example 1 except that DMF was used in place of methylene chloride as the reaction solvent, 1-(4-pyridyl)piperidine-4-carbonyl chloride was reacted with 1-(2-naphthylmethyl)-2-oxopiperazine trifluoroacetate salt to give 1-(2-naphthylmethyl)-2-oxo-4-[1-(4-pyridyl)piperidin-4-ylcarbonyl]-piperazine in 18% yield; Reaction SMILES: [N:1]1[CH:6]=[CH:5][C:4]([N:7]2[CH2:12][CH2:11][CH:10]([C:13](Cl)=[O:14])[CH2:9][CH2:8]2)=[CH:3][CH:2]=1.FC(F)(F)C(O)=O.[CH:23]1[C:32]2[C:27](=[CH:28][CH:29]=[CH:30][CH:31]=2)[CH:26]=[CH:25][C:24]=1[CH2:33][N:34]1[CH2:39][CH2:38][NH:37][CH2:36][C:35]1=[O:40]>CN(C=O)C>[CH:23]1[C:32]2[C:27](=[CH:28][CH:29]=[CH:30][CH:31]=2)[CH:26]=[CH:25][C:24]=1[CH2:33][N:34]1[CH2:39][CH2:38][N:37]([C:13]([CH:10]2[CH2:11][CH2:12][N:7]([C:4]3[CH:5]=[CH:6][N:1]=[CH:2][CH:3]=3)[CH2:8][CH2:9]2)=[O:14])[CH2:36][C:35]1=[O:40] |f:1.2|.